From a dataset of the Open Reaction Database (ORD), a public repository of structured organic reaction records. describe an organic reaction: reactants, conditions, products, and yield Reported procedure: 5-Iodo-6-methylindazole (1.3 g, 5.0 mmol), p-fluorobenzeneboronic acid (1.4 g, 10 mmol), anhydrous copper(II) acetate (1.4 g, 7.5 mmol) and pyridine (0.80 mL, 10 mmol) were stirred in dichloromethane (30 mL) overnight. Additional portions of p-fluorobenzeneboronic acid (0.47 g, 3.4 mmol), anhydrous copper(II) acetate (0.45 g, 2.5 mmol) and pyridine (0.27 mL, 3.4 mmol) were added. The mixture was filtered through celite after stirring for an additional night. The filtrate was concentrated and pur... RXN SMILES: [I:1][C:2]1[CH:3]=[C:4]2[C:8](=[CH:9][C:10]=1[CH3:11])[NH:7][N:6]=[CH:5]2.[F:12][C:13]1[CH:18]=[CH:17][C:16](B(O)O)=[CH:15][CH:14]=1.N1C=CC=CC=1>ClCCl.C([O-])(=O)C.[Cu+2].C([O-])(=O)C>[F:12][C:13]1[CH:18]=[CH:17][C:16]([N:7]2[C:8]3[C:4](=[CH:3][C:2]([I:1])=[C:10]([CH3:11])[CH:9]=3)[CH:5]=[N:6]2)=[CH:15][CH:14]=1 |f:4.5.6|. The solvent is ClCCl (dichloromethane). Isolated yield 51.1%. Reagents/catalysts: C(C)(=O)[O-].[Cu+2].C(C)(=O)[O-] (copper(II) acetate), C(C)(=O)[O-].[Cu+2].C(C)(=O)[O-] (copper(II) acetate). The product is FC1=CC=C(C=C1)N1N=CC2=CC(=C(C=C12)C)I (1-(4-Fluorophenyl)-5-iodo-6-methylindazole). The reactants are IC=1C=C2C=NNC2=CC1C (5-Iodo-6-methylindazole), FC1=CC=C(C=C1)B(O)O (p-fluorobenzeneboronic acid), N1=CC=CC=C1 (pyridine), FC1=CC=C(C=C1)B(O)O (p-fluorobenzeneboronic acid), N1=CC=CC=C1 (pyridine). The reactants are FC=1C(=CC(=C(C(=O)OC)C1)[N+](=O)[O-])S(=O)(=O)C (methyl 5-fluoro-4-(methylsulfonyl)-2-nitrobenzoate), N(CCO)CCO (diethanolamine). The solvent is CC(=O)N(C)C (DMA), CCOC(=O)C (EtOAc). Reaction conditions: temperature 30 celsius. The product is OCCN(C=1C(=CC(=C(C(=O)OC)C1)[N+](=O)[O-])S(=O)(=O)C)CCO (methyl 5-[bis(2-hydroxyethyl)amino]-4-(methylsulfonyl)-2-nitrobenzoate). The yield is 72.9%. Reaction SMILES: F[C:2]1[C:3]([S:15]([CH3:18])(=[O:17])=[O:16])=[CH:4][C:5]([N+:12]([O-:14])=[O:13])=[C:6]([CH:11]=1)[C:7]([O:9][CH3:10])=[O:8].[NH:19]([CH2:23][CH2:24][OH:25])[CH2:20][CH2:21][OH:22]>CC(N(C)C)=O.CCOC(C)=O>[OH:22][CH2:21][CH2:20][N:19]([CH2:23][CH2:24][OH:25])[C:2]1[C:3]([S:15]([CH3:18])(=[O:17])=[O:16])=[CH:4][C:5]([N+:12]([O-:14])=[O:13])=[C:6]([CH:11]=1)[C:7]([O:9][CH3:10])=[O:8]. Procedure details: A mixture of 4 (1.48 g, 5.34 mmol) and diethanolamine (1.40 g, 13.3 mmol) in DMA (6 mL) was stirred at 30° C. for1 h, and then diluted with EtOAc (60 mL). The solution was washed with brine (2×) and concentrated under reduced pressure. The residue was purified by chromatography on silica gel, eluting with EtOAc/MeOH, followed by recrystallization from EtOAc/iPr2O, to give methyl 5-[bis(2-hydroxyethyl)amino]-4-(methylsulfonyl)-2-nitrobenzoate (5) (1.41 g, 73%): mp 99-100° C.; 1H NMR [(CD3)2SO] δ ... Starting materials: CCCOC(=O)c1noc(C(Cc2ccc3ccccc3c2)N(C)C(=O)C(Cc2ccc3ccccc3c2)NC(=O)C2CCN(C(=O)OC(C)(C)C)CC2)n1, CN, CCO. Yields the product CNC(=O)c1noc(C(Cc2ccc3ccccc3c2)N(C)C(=O)C(Cc2ccc3ccccc3c2)NC(=O)C2CCN(C(=O)OC(C)(C)C)CC2)n1. RXN SMILES: [C:1]([CH3:2])([CH3:3])([CH3:4])[O:5][C:6](=[O:7])[N:8]1[CH2:9][CH2:10][CH:11]([C:14]([NH:15][CH:16]([CH2:17][c:18]2[cH:19][c:20]3[cH:21][cH:22][cH:23][cH:24][c:25]3[cH:26][cH:27]2)[C:28]([N:29]([CH3:30])[CH:31]([CH2:32][c:33]2[cH:34][c:35]3[cH:36][cH:37][cH:38][cH:39][c:40]3[cH:41][cH:42]2)[c:43]2[n:44][c:45]([C:48](=[O:49])[O:50][CH2:51][CH2:52][CH3:53])[n:46][o:47]2)=[O:54])=[O:55])[CH2:12][CH2:13]1.[CH3:56][NH2:57].[CH3:58][CH2:59][OH:60]>>[C:1]([CH3:2])([CH3:3])([CH3:4])[O:5][C:6](=[O:7])[N:8]1[CH2:9][CH2:10][CH:11]([C:14]([NH:15][CH:16]([CH2:17][c:18]2[cH:19][c:20]3[cH:21][cH:22][cH:23][cH:24][c:25]3[cH:26][cH:27]2)[C:28]([N:29]([CH3:30])[CH:31]([CH2:32][c:33]2[cH:34][c:35]3[cH:36][cH:37][cH:38][cH:39][c:40]3[cH:41][cH:42]2)[c:43]2[n:44][c:45]([C:48](=[O:49])[NH:57][CH3:56])[n:46][o:47]2)=[O:54])=[O:55])[CH2:12][CH2:13]1. Reactants: OC1=C(CO)C=CC=C1 (o-hydroxybenzyl alcohol), P(=S)(Cl)(Cl)Cl (thiophosphoryl trichloride), P(=S)(Cl)(Cl)Cl (thiophosphoryl trichloride), [O-2].[Ca+2] (calcium oxide), C1=CC=CC2=NC3=CC=CC=C3C=C12 (acridine). The solvent is C1=CC=CC=C1 (benzene). Conditions: temperature 22 celsius, time 120 minute. The product is ClP1(OC2=C(CO1)C=CC=C2)=S (2-chloro-4H-1,3,2-benzodioxaphosphorin-2-sulfide). RXN SMILES: [OH:1][C:2]1[CH:9]=[CH:8][CH:7]=[CH:6][C:3]=1[CH2:4][OH:5].[O-2].[Ca+2].C1C2C(=NC3C(C=2)=CC=CC=3)C=CC=1.[P:26](Cl)(Cl)([Cl:28])=[S:27]>C1C=CC=CC=1>[Cl:28][P:26]1(=[S:27])[O:5][CH2:4][C:3]2[CH:6]=[CH:7][CH:8]=[CH:9][C:2]=2[O:1]1 |f:1.2|. Reported procedure: Into a three-necked, 500 ml flask were placed 31 g (0.25 mole) o-hydroxybenzyl alcohol, 56 g (1.0 moles) calcium oxide, a catalytic amount (0.1 g) of acridine, and 600 ml of benzene. To this reaction mixture was added 46.5 g (0.275 mole) of thiophosphoryl trichloride, dropwise, over a period of 120 minutes with stirring. The temperature was maintained at 22° C by use of a water bath. After the addition of the thiophosphoryl trichloride the mixture was stirred overnight. The mixture was then filt...